This data is from the Open Reaction Database (ORD), a public repository of structured organic reaction records. The task is: describe an organic reaction: reactants, conditions, products, and yield Starting materials: BrC=1C=CC(=C(C1)[C@@]1(CS(CC(N1)=O)(=O)=O)C)F ((R)-5-(5-bromo-2-fluoro-phenyl)-5-methyl-1,1-dioxo-1λ6-thio morpholin-3-one), COC=1C=CC(=CC1)P2(=S)SP(=S)(S2)C=3C=CC(=CC3)OC (Lawesson's reagent). Run in C(=O)(O)[O-].[Na+] (NaHCO3), O1CCOCC1 (dioxane). Reaction conditions: temperature 80 celsius, time 2 hour. Product: BrC=1C=CC(=C(C1)[C@@]1(CS(CC(N1)=S)(=O)=O)C)F ((R)-5-(5-bromo-2-fluoro-phenyl)-5-methyl-1,1-dioxo-1λ6-thio morpholin-3-thione). Yield: 103.6%. RXN SMILES: [Br:1][C:2]1[CH:3]=[CH:4][C:5]([F:18])=[C:6]([C@@:8]2([CH3:17])[NH:13][C:12](=O)[CH2:11][S:10](=[O:16])(=[O:15])[CH2:9]2)[CH:7]=1.COC1C=CC(P2(SP(C3C=CC(OC)=CC=3)(=S)S2)=[S:28])=CC=1>O1CCOCC1.C([O-])(O)=O.[Na+]>[Br:1][C:2]1[CH:3]=[CH:4][C:5]([F:18])=[C:6]([C@@:8]2([CH3:17])[NH:13][C:12](=[S:28])[CH2:11][S:10](=[O:16])(=[O:15])[CH2:9]2)[CH:7]=1 |f:3.4|. Procedure details: To a solution of (R)-5-(5-bromo-2-fluoro-phenyl)-5-methyl-1,1-dioxo-1λ6-thio morpholin-3-one (3.11 g, 9.25 mmol, Eq: 1.00) in dioxane (72.3 ml) was added Lawesson's reagent (2.99 g, 7.4 mmol, Eq: 0.8) at 23° C. The mixture was stirred for 2 hours at 80° C. Diluted with sat. NaHCO3-sol., extracted with ethyl acetate, washed with brine, dried over Na2SO4 and filtered off. Removal of solvent in vacuum left a yellow oil (5.8 g), which was purified by flash chromatography on 50 g silica gel with 0-50... Reactants: C1(=CC=CC=C1)SC1CC(N1)=O (4-phenylthioazetidin-2-one), BrCC(=O)OC (methyl bromoacetate). The product is C1(=CC=CC=C1)SC1CC(N1CC(=O)OC)=O (Methyl (4-phenylthio-2-oxoazetidin-1-yl)acetate). The yield is 53.5%. As a reaction SMILES: [C:1]1([S:7][CH:8]2[NH:11][C:10](=[O:12])[CH2:9]2)[CH:6]=[CH:5][CH:4]=[CH:3][CH:2]=1.Br[CH2:14][C:15]([O:17][CH3:18])=[O:16]>>[C:1]1([S:7][CH:8]2[N:11]([CH2:14][C:15]([O:17][CH3:18])=[O:16])[C:10](=[O:12])[CH2:9]2)[CH:2]=[CH:3][CH:4]=[CH:5][CH:6]=1. Procedure details: Treatment of 4-phenylthioazetidin-2-one (Iwata-Reuyl et. al., J. Nat. Prod., 1993, 56(8), 1373) (8 g) with methyl bromoacetate (7.5 g) under the conditions described for Example 1b gave the title compound as a colourless oil (6 g, 53% yield). 1H NMR δ (CDCl3) 2.87 (1H, dd, H3a), 3.42 (1H, dd, H3b), 3.70 (3H, s, CH3), 3.75, 4.29 (each 1H, d, NCH2), 5.22, (1H, dd, H4), 7.26-7.46 (5H, m, Ph-H). Reactants: Nc1nc2ccccc2n1-c1cccc(I)c1, OB(O)c1cccs1. Yields the product Nc1nc2ccccc2n1-c1cccc(-c2cccs2)c1. As a reaction SMILES: [NH2:1][c:2]1[n:3][c:4]2[c:5]([n:6]1-[c:7]1[cH:8][c:9]([I:13])[cH:10][cH:11][cH:12]1)[cH:14][cH:15][cH:16][cH:17]2.[s:18]1[c:19]([B:23]([OH:24])[OH:25])[cH:20][cH:21][cH:22]1>>[NH2:1][c:2]1[n:3][c:4]2[c:5]([n:6]1-[c:7]1[cH:8][c:9](-[c:19]3[s:18][cH:22][cH:21][cH:20]3)[cH:10][cH:11][cH:12]1)[cH:14][cH:15][cH:16][cH:17]2. Reactants: ClC1=CC=C(C=N1)CC(=O)O (2-(6-chloropyridin-3-yl)acetic acid), O=S(Cl)Cl (SOCl2), CO (methanol). Product: ClC1=CC=C(C=N1)CC(=O)OC (methyl 2-(6-chloropyridin-3-yl)acetate). RXN SMILES: [Cl:1][C:2]1[N:7]=[CH:6][C:5]([CH2:8][C:9]([OH:11])=[O:10])=[CH:4][CH:3]=1.O=S(Cl)Cl.[CH3:16]O>>[Cl:1][C:2]1[N:7]=[CH:6][C:5]([CH2:8][C:9]([O:11][CH3:16])=[O:10])=[CH:4][CH:3]=1. Procedure: To a solution of 2-(6-chloropyridin-3-yl)acetic acid (2 g, 117 mmol) in methanol (40 ml) was added SOCl2 (1.38 g, 117 mmol). The reaction mixture was concentrated after two hours to give the desired product. LC-MS: m/z (M+H)=186.6 Reactants: OO (H2O2), C(=O)(C(F)(F)F)OC(=O)C(F)(F)F (TFAA), [O-][N+]1=NC(=NC2=C1C=C1CCCC1=C2)NCCO (2-[(1-Oxido-7,8-dihydro-6H-indeno[5,6-e][1,2,4]triazin-3-yl)amino]ethanol), C(=O)(C(F)(F)F)O (TFA). Run in N (NH3), C(Cl)Cl (DCM), C(Cl)Cl (DCM). Reaction conditions: temperature 0 celsius, time 5 minute. Yields the product [O-][N+]1=NC(=[N+](C2=C1C=C1CCCC1=C2)[O-])NCCO (2-[(1,4-Dioxido-7,8-dihydro-6H-indeno[5,6-e][1,2,4]triazin-3-yl)amino]ethanol). The yield is 40.4%. RXN SMILES: OO.C(OC(C(F)(F)F)=O)(C(F)(F)F)=[O:4].[O-:16][N+:17]1[C:22]2[CH:23]=[C:24]3[C:28](=[CH:29][C:21]=2[N:20]=[C:19]([NH:30][CH2:31][CH2:32][OH:33])[N:18]=1)[CH2:27][CH2:26][CH2:25]3.C(O)(C(F)(F)F)=O>C(Cl)Cl.N>[O-:16][N+:17]1[C:22]2[CH:23]=[C:24]3[C:28](=[CH:29][C:21]=2[N+:20]([O-:4])=[C:19]([NH:30][CH2:31][CH2:32][OH:33])[N:18]=1)[CH2:27][CH2:26][CH2:25]3. Reported procedure: H2O2 (70%, 0.5 mL, ca. 10 mmol) was added dropwise to a stirred solution of TFAA (1.4 mL, 10 mmol) in DCM (20 mL) at 0° C. The solution was stirred at 0° C. for 5 min, warmed to 20° C. for 10 min, then cooled to 0° C. and added to a stirred solution of 1-oxide 24 (246 mg, 1.0 mmol) and TFA (0.28 mL, 2.0 mmol) in DCM (20 mL) at 0° C. The solution was stirred at 0° C. for 1 h and then at 20° C. for 30 h, diluted with dilute aqueous NH3 solution (10 mL) and extracted with DCM (5×50 mL). The combine... The reactants are C(=O)N[C@H]1[C@@H]2N(C(C(S2=O)(C)C)C(=O)OCC2=CC=C(C=C2)[N+](=O)[O-])C1=O (p-nitrobenzyl 6β-formamido-2,2-dimethylpenam-3-carboxylate-1-oxide), ClN1C(CCC1=O)=O (N-chlorosuccinimide), ClC(CCl)Cl (1,1,2-trichlorethane). The product is CC(C(C(=O)OCC1=CC=C(C=C1)[N+](=O)[O-])N1C(C(C1=O)NC=O)S(=O)Cl)=C (p-Nitrobenzyl 3-Methyl-2-(2-chlorosulfinyl-4-oxo-3-formamido-1-azetidinyl)-3-butenoate). Reaction SMILES: [CH:1]([NH:3][C@@H:4]1[C:26](=[O:27])[N:6]2[CH:7]([C:13]([O:15][CH2:16][C:17]3[CH:22]=[CH:21][C:20]([N+:23]([O-:25])=[O:24])=[CH:19][CH:18]=3)=[O:14])[C:8]([CH3:12])([CH3:11])[S:9](=[O:10])[C@H:5]12)=[O:2].[Cl:28]N1C(=O)CCC1=O.ClC(Cl)CCl>>[CH3:11][C:8](=[CH2:12])[CH:7]([N:6]1[C:26](=[O:27])[CH:4]([NH:3][CH:1]=[O:2])[CH:5]1[S:9]([Cl:28])=[O:10])[C:13]([O:15][CH2:16][C:17]1[CH:22]=[CH:21][C:20]([N+:23]([O-:25])=[O:24])=[CH:19][CH:18]=1)=[O:14]. Procedure: A solution of 1.43 g. of p-nitrobenzyl 6β-formamido-2,2-dimethylpenam-3-carboxylate-1-oxide and 500 mg. of N-chlorosuccinimide in 40 ml. of dry 1,1,2-trichlorethane was refluxed for 90 minutes. The mixture was cooled, washed with water and brine, dried over MgSO4, and the solvent was evaporated. The nmr spectrum indicates conversion to the title compound.